From a dataset of the Open Reaction Database (ORD), a public repository of structured organic reaction records. describe an organic reaction: reactants, conditions, products, and yield The reactants are BrC1=COC2=C1C=CC=C2 (3-bromobenzofuran), [N+](=O)([N+](=O)[O-])[O-] (dinitrogen tetraoxide). Run at time 5 minute. Yields the product BrC1=C(OC2=C1C=CC=C2)[N+](=O)[O-] (3-bromo-2-nitrobenzofuran). Reaction SMILES: [Br:1][C:2]1[C:6]2[CH:7]=[CH:8][CH:9]=[CH:10][C:5]=2[O:4][CH:3]=1.[N+:11]([O-:16])([N+]([O-])=O)=[O:12]>>[Br:1][C:2]1[C:6]2[CH:7]=[CH:8][CH:9]=[CH:10][C:5]=2[O:4][C:3]=1[N+:11]([O-:16])=[O:12]. Procedure: To a stirred 80 g. sample of solid 3-bromobenzofuran is added a large excess of dinitrogen tetraoxide. The mixture liquifies within 5 minutes. After 2 hours, the mixture is triturated with ethanol and filtered to provide yellow crystals of 3-bromo-2-nitrobenzofuran. The product is identical to the product of Example 1 according to infrared spectral analysis. The reactants are NCc1ccco1, ClCCl, CCC(Oc1cc(Oc2ccc(C(F)(F)F)cc2Cl)ccc1[N+](=O)[O-])C(=O)Cl. The product is CCC(Oc1cc(Oc2ccc(C(F)(F)F)cc2Cl)ccc1[N+](=O)[O-])C(=O)NCc1ccco1. Reaction SMILES: [CH2:1]([c:2]1[cH:3][cH:4][cH:5][o:6]1)[NH2:7].[CH2:36]([Cl:37])[Cl:38].[N+:8](=[O:9])([O-:10])[c:11]1[c:12]([O:13][CH:14]([C:15](=[O:16])[Cl:17])[CH2:18][CH3:19])[cH:20][c:21]([O:24][c:25]2[c:26]([Cl:35])[cH:27][c:28]([C:31]([F:32])([F:33])[F:34])[cH:29][cH:30]2)[cH:22][cH:23]1>>[CH2:1]([c:2]1[cH:3][cH:4][cH:5][o:6]1)[NH:7][C:15]([CH:14]([O:13][c:12]1[c:11]([N+:8](=[O:9])[O-:10])[cH:23][cH:22][c:21]([O:24][c:25]2[c:26]([Cl:35])[cH:27][c:28]([C:31]([F:32])([F:33])[F:34])[cH:29][cH:30]2)[cH:20]1)[CH2:18][CH3:19])=[O:16]. Starting materials: C(C(=O)OCC)(=O)OCC (Diethyl oxalate), C[O-].[Na+] (sodium methoxide), NC1=CC2=CC=CC=C2C=C1C(=O)N (2-aminonaphthalene-3-carboxamide). The product is N1=C(NC(C2=CC3=C(C=C12)C=CC=C3)=O)C(=O)OCC (Ethyl benzo[g]quinazolin-4(3H)-one-2carboxylate). The yield is 79.0%. RXN SMILES: [C:1]([O:8][CH2:9][CH3:10])(=[O:7])[C:2](OCC)=O.C[O-].[Na+].[NH2:14][C:15]1[C:24]([C:25]([NH2:27])=[O:26])=[CH:23][C:22]2[C:17](=[CH:18][CH:19]=[CH:20][CH:21]=2)[CH:16]=1>>[N:14]1[C:15]2[C:24](=[CH:23][C:22]3[CH:21]=[CH:20][CH:19]=[CH:18][C:17]=3[CH:16]=2)[C:25](=[O:26])[NH:27][C:2]=1[C:1]([O:8][CH2:9][CH3:10])=[O:7] |f:1.2|. Reported procedure: Diethyl oxalate (2.35 g., 16.1 millimoles), sodium methoxide (10 mg) and 2-aminonaphthalene-3-carboxamide (1.50 g., 8.05 millimoles) are mixed together and heated at reflux for two days. The mixture is then cooled in an ice bath and the brown precipitate recovered by filtration. It is recrystallized from ethanol to give 1.76 g. (79% yield) of the desired ester. M.P. 240°-242° C.